From a dataset of the Open Reaction Database (ORD), a public repository of structured organic reaction records. describe an organic reaction: reactants, conditions, products, and yield The reactants are C1CCOC1, COc1cc(C(=O)Cn2c(-c3nonc3N)nc3ccccc32)ccc1OCc1ccccc1. Yields the product COc1cc(C(=O)Cn2c(-c3nonc3N)nc3ccccc32)ccc1O. As a reaction SMILES: [CH2:35]1[O:36][CH2:37][CH2:38][CH2:39]1.[CH3:1][O:2][c:3]1[cH:4][c:5]([C:6]([CH2:7][n:8]2[c:9](-[c:17]3[c:18]([NH2:22])[n:19][o:20][n:21]3)[n:10][c:11]3[c:12]2[cH:13][cH:14][cH:15][cH:16]3)=[O:23])[cH:24][cH:25][c:26]1[O:27][CH2:28][c:29]1[cH:30][cH:31][cH:32][cH:33][cH:34]1>>[CH3:1][O:2][c:3]1[cH:4][c:5]([C:6]([CH2:7][n:8]2[c:9](-[c:17]3[c:18]([NH2:22])[n:19][o:20][n:21]3)[n:10][c:11]3[c:12]2[cH:13][cH:14][cH:15][cH:16]3)=[O:23])[cH:24][cH:25][c:26]1[OH:27]. Reactants: COC(=O)c1ccc(C=CC(=O)N2Cc3c([nH]c4ccccc4c3=O)C2c2ccc3c(c2)OCO3)cc1, CO, Cl, [Na+], [OH-]. Yields the product O=C(O)c1ccc(C=CC(=O)N2Cc3c([nH]c4ccccc4c3=O)C2c2ccc3c(c2)OCO3)cc1. Reaction SMILES: [CH3:1][O:2][C:3]([c:4]1[cH:5][cH:6][c:7]([CH:10]=[CH:11][C:12]([N:13]2[CH:14]([c:27]3[cH:28][c:29]4[c:30]([cH:31][cH:32]3)[O:33][CH2:34][O:35]4)[c:15]3[nH:16][c:17]4[cH:18][cH:19][cH:20][cH:21][c:22]4[c:23](=[O:26])[c:24]3[CH2:25]2)=[O:36])[cH:8][cH:9]1)=[O:37].[CH3:41][OH:42].[ClH:40].[Na+:39].[OH-:38]>>[O:2]=[C:3]([c:4]1[cH:5][cH:6][c:7]([CH:10]=[CH:11][C:12]([N:13]2[CH:14]([c:27]3[cH:28][c:29]4[c:30]([cH:31][cH:32]3)[O:33][CH2:34][O:35]4)[c:15]3[nH:16][c:17]4[cH:18][cH:19][cH:20][cH:21][c:22]4[c:23](=[O:26])[c:24]3[CH2:25]2)=[O:36])[cH:8][cH:9]1)[OH:37]. Reactants: C(C)OC(=O)C1CCN(CC1)C1CC2=CC=CC=C2CC1 (Ethyl-1-(tetralin-2-yl)piperdine-4-carboxylate), Cl (HCl). Run at time 8 hour. Yields the product Cl.C1C(CCC2=CC=CC=C12)N1CCC(CC1)C(=O)O (1-(tetralin-2-yl)piperdine-4-carboxylic acid hydrochloride salt). As a reaction SMILES: C([O:3][C:4]([CH:6]1[CH2:11][CH2:10][N:9]([CH:12]2[CH2:21][CH2:20][C:19]3[C:14](=[CH:15][CH:16]=[CH:17][CH:18]=3)[CH2:13]2)[CH2:8][CH2:7]1)=[O:5])C.[ClH:22]>>[ClH:22].[CH2:13]1[C:14]2[C:19](=[CH:18][CH:17]=[CH:16][CH:15]=2)[CH2:20][CH2:21][CH:12]1[N:9]1[CH2:10][CH2:11][CH:6]([C:4]([OH:5])=[O:3])[CH2:7][CH2:8]1 |f:2.3|. Procedure details: Ethyl-1-(tetralin-2-yl)piperdine-4-carboxylate (7.1 g, 0.025 mol) was treated with 6N HCl (80 ml) at room temperature. After stirring overnight, the suspension was filtered off and the solid dried in vacuo to yield 1-(tetralin-2-yl)piperdine-4-carboxylic acid hydrochloride salt. Reactants: ClC1=CC=C(C=C1)C1=C(COC2=CC(=C(C=C2)C2=NC3=C(N2C2CCCCC2)C=CC(=C3)C(=O)OC)F)C=C(C=C1)[N+](=O)[O-] (methyl 2-[4-{2-(4-chlorophenyl)-5-nitrobenzyloxy-}2-fluorophenyl]-1-cyclohexylbenzimidazole-5-carboxylate), O.O.[Sn](Cl)Cl (tin(II) chloride dihydrate). Solvent: C(C)O (ethanol). Yields the product NC=1C=CC(=C(COC2=CC(=C(C=C2)C2=NC3=C(N2C2CCCCC2)C=CC(=C3)C(=O)OC)F)C1)C1=CC=C(C=C1)Cl (methyl 2-[4-{5-amino-2-(4-chlorophenyl)benzyloxy}-2-fluorophenyl]-1-cyclohexylbenzimidazole-5-carboxylate). Isolated yield 83.0%. Reaction SMILES: [Cl:1][C:2]1[CH:7]=[CH:6][C:5]([C:8]2[CH:41]=[CH:40][C:39]([N+:42]([O-])=O)=[CH:38][C:9]=2[CH2:10][O:11][C:12]2[CH:17]=[CH:16][C:15]([C:18]3[N:22]([CH:23]4[CH2:28][CH2:27][CH2:26][CH2:25][CH2:24]4)[C:21]4[CH:29]=[CH:30][C:31]([C:33]([O:35][CH3:36])=[O:34])=[CH:32][C:20]=4[N:19]=3)=[C:14]([F:37])[CH:13]=2)=[CH:4][CH:3]=1.O.O.[Sn](Cl)Cl>C(O)C>[NH2:42][C:39]1[CH:40]=[CH:41][C:8]([C:5]2[CH:6]=[CH:7][C:2]([Cl:1])=[CH:3][CH:4]=2)=[C:9]([CH:38]=1)[CH2:10][O:11][C:12]1[CH:17]=[CH:16][C:15]([C:18]2[N:22]([CH:23]3[CH2:28][CH2:27][CH2:26][CH2:25][CH2:24]3)[C:21]3[CH:29]=[CH:30][C:31]([C:33]([O:35][CH3:36])=[O:34])=[CH:32][C:20]=3[N:19]=2)=[C:14]([F:37])[CH:13]=1 |f:1.2.3|. Procedure details: Methyl 2-[4-{2-(4-chlorophenyl)-5-nitrobenzyloxy}-2-fluorophenyl]-1-cyclohexylbenzimidazole-5-carboxylate (1.9 g) obtained in Example 337 was suspended in ethanol (40 ml), and tin(II) chloride dihydrate (3.5 g) was added, which was followed by refluxing under heating for 30 min. The reaction mixture was concentrated under reduced pressure, 4N sodium hydroxide was added and the mixture was extracted with chloroform. The organic layer was washed with 2N sodium hydroxide and water, dried over anhyd... Starting materials: C1CCOC1, Cc1ccc([N+](=O)[O-])c(Oc2ccccc2)c1F, O. Product: Cc1ccc(N)c(Oc2ccccc2)c1F. RXN SMILES: [CH2:20]1[O:21][CH2:22][CH2:23][CH2:24]1.[F:1][c:2]1[c:3]([CH3:18])[cH:4][cH:5][c:6]([N+:15]([O-:16])=[O:17])[c:7]1[O:8][c:9]1[cH:10][cH:11][cH:12][cH:13][cH:14]1.[OH2:19]>>[F:1][c:2]1[c:3]([CH3:18])[cH:4][cH:5][c:6]([NH2:15])[c:7]1[O:8][c:9]1[cH:10][cH:11][cH:12][cH:13][cH:14]1.